Dataset: the Open Reaction Database (ORD), a public repository of structured organic reaction records. Task: describe an organic reaction: reactants, conditions, products, and yield Starting materials: O=C=Nc1cccc(Br)c1, Cl, CN1CCCC1=N, c1ccccc1. The product is CN1CCCC1=NC(=O)Nc1cccc(Br)c1. As a reaction SMILES: [Br:9][c:10]1[cH:11][c:12]([N:16]=[C:17]=[O:18])[cH:13][cH:14][cH:15]1.[ClH:1].[NH:2]=[C:3]1[N:4]([CH3:8])[CH2:5][CH2:6][CH2:7]1.[cH:19]1[cH:20][cH:21][cH:22][cH:23][cH:24]1>>[N:2](=[C:3]1[N:4]([CH3:8])[CH2:5][CH2:6][CH2:7]1)[C:17]([NH:16][c:12]1[cH:11][c:10]([Br:9])[cH:15][cH:14][cH:13]1)=[O:18]. Reactants: C(C(=O)Cl)(=O)Cl (Oxalyl chloride), C(CC)C1=CC=C(C=C1)[C@@H]1CC[C@H](CC1)CCC1=CC=CC=C1 ((2-(trans-4-(4-n-propylphenyl)cyclohexyl)ethyl)benzene), ClC1=CC=C(C=C1)C1=CC=C(C=C1)[C@@H]1CC[C@H](CC1)CC[C@@H]1CC[C@H](CC1)CCCCCC (4-chloro-4'-(trans-4-(2-(trans-4-n-hexylcyclohexyl)ethyl)cyclohexyl)biphenyl), [Cl-].[Al+3].[Cl-].[Cl-] (aluminum chloride). The solvent is C(Cl)Cl (methylene chloride), O (water). Run at temperature 0 celsius. Yields the product C(CC)C1=CC=C(C=C1)[C@@H]1CC[C@H](CC1)CCC1=CC=C(C(=O)Cl)C=C1 (4-(2-(trans-4-(4-n-propylphenyl)cyclohexyl)ethyl)benzoyl chloride). Reaction SMILES: [CH2:1]([C:4]1[CH:9]=[CH:8][C:7]([C@H:10]2[CH2:15][CH2:14][C@H:13]([CH2:16][CH2:17][C:18]3[CH:23]=[CH:22][CH:21]=[CH:20][CH:19]=3)[CH2:12][CH2:11]2)=[CH:6][CH:5]=1)[CH2:2][CH3:3].ClC1C=CC(C2C=CC([C@H]3CC[C@H](CC[C@H]4CC[C@H](CCCCCC)CC4)CC3)=CC=2)=CC=1.[Cl-].[Al+3].[Cl-].[Cl-].C(Cl)(=O)[C:62]([Cl:64])=[O:63]>C(Cl)Cl.O>[CH2:1]([C:4]1[CH:9]=[CH:8][C:7]([C@H:10]2[CH2:11][CH2:12][C@H:13]([CH2:16][CH2:17][C:18]3[CH:19]=[CH:20][C:21]([C:62]([Cl:64])=[O:63])=[CH:22][CH:23]=3)[CH2:14][CH2:15]2)=[CH:6][CH:5]=1)[CH2:2][CH3:3] |f:2.3.4.5|. Procedure: After 27.6 g of the (2-(trans-4-(4-n-propylphenyl)cyclohexyl)ethyl)benzene obtained in (7) of Example 2 was dissolved in 200 ml of methylene chloride, it was cooled down to 0° C., and 24 g of aluminum chloride was added to the solution and stirred. Oxalyl chloride in an amount of 22.8 g was added dropwise little by little to the solution, and after the temperature of the solution was raised up to room temperature, it was stirred for 2 hours. After finishing of the reaction, it was added to 500 m... Reactants: BrC=1C=C2C(=CN(C2=CC1)S(=O)(=O)C1=CC=C(C=C1)OC)OC(C)=O (Acetic acid 5-bromo-1-(4-methoxybenzenesulfonyl)-1H-indol-3-yl ester), [OH-].[K+] (potassium hydroxide), Cl (hydrochloric acid). The solvent is CO (methanol). Reaction conditions: temperature 25 celsius, time 30 minute. The product is BrC=1C=C2C(=CN(C2=CC1)S(=O)(=O)C1=CC=C(C=C1)OC)O (5-Bromo-1-(4-methoxy-benzenesuifonyl)-1H-indol-3-ol). The yield is 81.5%. RXN SMILES: [Br:1][C:2]1[CH:3]=[C:4]2[C:8](=[CH:9][CH:10]=1)[N:7]([S:11]([C:14]1[CH:19]=[CH:18][C:17]([O:20][CH3:21])=[CH:16][CH:15]=1)(=[O:13])=[O:12])[CH:6]=[C:5]2[O:22]C(=O)C.[OH-].[K+].Cl>CO>[Br:1][C:2]1[CH:3]=[C:4]2[C:8](=[CH:9][CH:10]=1)[N:7]([S:11]([C:14]1[CH:15]=[CH:16][C:17]([O:20][CH3:21])=[CH:18][CH:19]=1)(=[O:13])=[O:12])[CH:6]=[C:5]2[OH:22] |f:1.2|. Procedure details: Acetic acid 5-bromo-1-(4-methoxybenzenesulfonyl)-1H-indol-3-yl ester (20, 150 mg, 0.353 mmol) was added to a stirring solution of 50% potassium hydroxide (2.0 mL) in methanol (6.0 mL). After stirring at 25° C. for 30 min, the reaction mixture was acidified with 1M hydrochloric acid. The organic material was extracted with ethyl acetate, dried over magnesium sulfate, filtered and concentrated at reduced pressure to afford 5-bromo-1-(4-methoxy-benzenesulfonyl)-1H-indol-3-ol (21, 110.0 mg, 81% yiel... The reactants are O=C(CBr)Nc1ccc(Cl)nn1, O=C(OC1CN2CCC1CC2)C1(c2ccccc2)CCCCCC1. Product: [Br-], O=C(C[N+]12CCC(CC1)C(OC(=O)C1(c3ccccc3)CCCCCC1)C2)Nc1ccc(Cl)nn1. As a reaction SMILES: [Br:25][CH2:26][C:27](=[O:28])[NH:29][c:30]1[n:31][n:32][c:33]([Cl:36])[cH:34][cH:35]1.[c:1]1([C:7]2([C:14](=[O:15])[O:16][CH:17]3[CH2:18][N:19]4[CH2:20][CH2:21][CH:22]3[CH2:23][CH2:24]4)[CH2:8][CH2:9][CH2:10][CH2:11][CH2:12][CH2:13]2)[cH:2][cH:3][cH:4][cH:5][cH:6]1>>[Br-:25].[c:1]1([C:7]2([C:14](=[O:15])[O:16][CH:17]3[CH2:18][N+:19]4([CH2:26][C:27](=[O:28])[NH:29][c:30]5[n:31][n:32][c:33]([Cl:36])[cH:34][cH:35]5)[CH2:20][CH2:21][CH:22]3[CH2:23][CH2:24]4)[CH2:8][CH2:9][CH2:10][CH2:11][CH2:12][CH2:13]2)[cH:2][cH:3][cH:4][cH:5][cH:6]1. Reactants: COC(=O)c1ccccc1C(C)Br, [H-], [Na+], CN(C)C=O, O, Oc1cccc(Cl)c1. The product is COC(=O)c1ccccc1C(C)Oc1cccc(Cl)c1. RXN SMILES: [Br:11][CH:12]([CH3:13])[c:14]1[c:15]([C:16](=[O:17])[O:18][CH3:19])[cH:20][cH:21][cH:22][cH:23]1.[H-:9].[Na+:10].[O:25]=[CH:26][N:27]([CH3:28])[CH3:29].[OH2:24].[OH:1][c:2]1[cH:3][cH:4][cH:5][c:6]([Cl:7])[cH:8]1>>[O:1]([c:2]1[cH:3][cH:4][cH:5][c:6]([Cl:7])[cH:8]1)[CH:12]([CH3:13])[c:14]1[c:15]([C:16](=[O:17])[O:18][CH3:19])[cH:20][cH:21][cH:22][cH:23]1. Reactants: ClC=1C(=NC=C(C1)C(F)(F)F)N1CCC(CC1)N1C([C@H](CC1)NC(OC(C)(C)C)=O)=O ((S)-tert-butyl 1-(1-(3-chloro-5-(trifluoromethyl)pyridin-2-yl)piperidin-4-yl)-2-oxopyrrolidin-3-ylcarbamate), Cl (HCl). Run in CCOC(=O)C (EtOAc), C(C)(C)O (isopropanol). Run at time 8 hour. Product: N[C@@H]1C(N(CC1)C1CCN(CC1)C1=NC=C(C=C1Cl)C(F)(F)F)=O ((S)-3-amino-1-(1-(3-chloro-5-(trifluoromethyl)pyridin-2-yl)piperidin-4-yl)pyrrolidin-2-one). Yield: 99.4%. As a reaction SMILES: [Cl:1][C:2]1[C:3]([N:12]2[CH2:17][CH2:16][CH:15]([N:18]3[CH2:22][CH2:21][C@H:20]([NH:23]C(=O)OC(C)(C)C)[C:19]3=[O:31])[CH2:14][CH2:13]2)=[N:4][CH:5]=[C:6]([C:8]([F:11])([F:10])[F:9])[CH:7]=1.Cl>CCOC(C)=O.C(O)(C)C>[NH2:23][C@H:20]1[CH2:21][CH2:22][N:18]([CH:15]2[CH2:16][CH2:17][N:12]([C:3]3[C:2]([Cl:1])=[CH:7][C:6]([C:8]([F:11])([F:10])[F:9])=[CH:5][N:4]=3)[CH2:13][CH2:14]2)[C:19]1=[O:31]. Reported procedure: To a solution of (S)-tert-butyl 1-(1-(3-chloro-5-(trifluoromethyl)pyridin-2-yl)piperidin-4-yl)-2-oxopyrrolidin-3-ylcarbamate (4 g, 8.6 mmol) in EtOAc (20 mL) was added HCl in isopropanol (5-6 M, 16 mL) and the reaction was stirred overnight at ambient temperature. The reaction was concentrated under vacuum and the material dissolved in water (about 20 mL). The aqueous layer was basified to about pH 12 using NaOH (1 N) and the aqueous layer extracted with DCM (150 mL). The organic layer was washe... The reactants are N(N)C1=CC=C(C=C1)S(=O)(=O)O (4-hydrazinobenzenesulfonic acid), C(C)(=O)C(CCCCCC(=O)O)C (7-acetyloctanoic acid). Solvent: O.CO (water methanol), C(C)(=O)O (acetic acid). The product is CC1=NC2=CC=C(C=C2C1(C)CCCCCC(=O)O)S(=O)(=O)O (6-(2,3-dimethyl-5-sulfo-3H-indol-3-yl)hexanoic acid). RXN SMILES: [NH:1]([C:3]1[CH:8]=[CH:7][C:6]([S:9]([OH:12])(=[O:11])=[O:10])=[CH:5][CH:4]=1)N.[C:13]([CH:16]([CH3:25])[CH2:17][CH2:18][CH2:19][CH2:20][CH2:21][C:22]([OH:24])=[O:23])(=O)[CH3:14]>C(O)(=O)C.O.CO>[CH3:14][C:13]1[C:16]([CH2:17][CH2:18][CH2:19][CH2:20][CH2:21][C:22]([OH:24])=[O:23])([CH3:25])[C:8]2[C:3](=[CH:4][CH:5]=[C:6]([S:9]([OH:12])(=[O:11])=[O:10])[CH:7]=2)[N:1]=1 |f:3.4|. Reported procedure: To a stirred solution of 4-hydrazinobenzenesulfonic acid (Aldrich, 11.25 g, 0.06 mol) in acetic acid (50 ml) was added 7-acetyloctanoic acid (16.7 g, 0.09 mol). The reaction mixture was heated under reflux for 12 hrs. Acetic acid was removed under reduced pressure. The resulting solid was dissolved in methanol and reprecipitated with a saturated solution of potassium hydroxide in isopropanol. The solid was filtered, washed with isopropanol and dried, (8 g, 40%). The analytical sample was obtaine... Starting materials: 4,5-dichloro-2-alkyl- 3(2H)pyridazinones, C(CC)N(CCC)CC1=CC=C(CNC)C=C1 (4-di-n-propylaminomethyl-N-methylbenzylamine), ClC=1C(N(N=CC1Cl)C(C)(C)C)=O (4,5-dichloro-2-t-butyl-3(2H)pyridazinone), N-alkylbenzylamines. Product: ClC=1C(N(N=CC1N(C)CC1=CC=C(C=C1)CN(CCC)CCC)C(C)(C)C)=O (4-Chloro-5-(4-di-n-propylaminomethyl-N-methylbenzylamino)-2-t-butyl-3(2H)pyridazinone). Reaction SMILES: [Cl:1][C:2]1[C:3](=[O:13])[N:4]([C:9]([CH3:12])([CH3:11])[CH3:10])[N:5]=[CH:6][C:7]=1Cl.[CH2:14]([N:17]([CH2:21][C:22]1[CH:30]=[CH:29][C:25]([CH2:26][NH:27][CH3:28])=[CH:24][CH:23]=1)[CH2:18][CH2:19][CH3:20])[CH2:15][CH3:16]>>[Cl:1][C:2]1[C:3](=[O:13])[N:4]([C:9]([CH3:12])([CH3:11])[CH3:10])[N:5]=[CH:6][C:7]=1[N:27]([CH2:26][C:25]1[CH:29]=[CH:30][C:22]([CH2:21][N:17]([CH2:14][CH2:15][CH3:16])[CH2:18][CH2:19][CH3:20])=[CH:23][CH:24]=1)[CH3:28]. Procedure details: The compounds as identified in Table 15 were prepared in the synthetic manner and after-treatment similar to those in Example 8 except that the 4,5-dichloro-2-alkyl- 3(2H)pyridazinones with R1 and R2 as identified in Table 15 were used instead of the starting 4,5-dichloro-2-t-butyl-3(2H)pyridazinone used in Example 8, and the N-alkylbenzylamines with R3, Y1, Y2 and Y3 as identified in Table 15 were used instead of the starting 4-di-n-propylaminomethyl-N-methylbenzylamine. In the NMR data, only t... The reactants are CN(C)CC1=CNC2=C1C=CC=C2 (gramine), C1NCC2=CC=CC=C12 (1,2-dihydroisoindole). Run in C1(=CC=CC=C1)C (PhMe). Product: N1C(CC2=CC=CC=C12)CC1=CNC2=CC=CC=C12 (3-[1,2,-Dihydroindol-2-yl]methyl-1H-indole). Isolated yield 52.7%. As a reaction SMILES: CN([CH2:4][C:5]1[C:9]2[CH:10]=[CH:11][CH:12]=[CH:13][C:8]=2[NH:7][CH:6]=1)C.[CH2:14]1[C:22]2[C:17](=[CH:18][CH:19]=[CH:20][CH:21]=2)[CH2:16][NH:15]1>C1(C)C=CC=CC=1>[NH:15]1[C:14]2[C:22](=[CH:21][CH:20]=[CH:19][CH:18]=2)[CH2:17][CH:16]1[CH2:4][C:5]1[C:9]2[C:8](=[CH:13][CH:12]=[CH:11][CH:10]=2)[NH:7][CH:6]=1. Procedure: To gramine (731 mgs, 4.2 mmol) in dry PhMe (20 ml) was added 1,2-dihydroisoindole (prepared as in Org. Syn., Coll. Vol. V, p. 406) (500 mgs, 4.2 mmol) and the reaction refluxed for 6 h. The solvent was evaporated, the residue triturated with PhMe and the resultant solid recrystallised from PhMe to yield the title compound (550 mgs, 52%). M.p. 168°-170° C.; (Found: C, 80.44; H, 6.46; N, 10.98. C17H16N2.0.25H2O) requires C, 80.76; H, 6.38; N, 11.08%). δH (CDCl3) 4.00 (4H, s, 2×isoindolinyl CH2), 4...